Dataset: the Open Reaction Database (ORD), a public repository of structured organic reaction records. Task: describe an organic reaction: reactants, conditions, products, and yield Starting materials: Cc1nc(C(C)(C)N(C(=O)[O-])C(C)(C)C)no1, CCOC(C)=O, Cl, O. The product is Cc1nc(C(C)(C)N)no1. As a reaction SMILES: [C:1]([N:5]([C:2](=[O:3])[O-:4])[C:9]([CH3:10])([CH3:11])[c:12]1[n:13][o:14][c:15]([CH3:17])[n:16]1)([CH3:6])([CH3:7])[CH3:8].[CH3:19][CH2:20][O:21][C:22](=[O:23])[CH3:24].[ClH:25].[OH2:18]>>[NH2:5][C:9]([CH3:10])([CH3:11])[c:12]1[n:13][o:14][c:15]([CH3:17])[n:16]1.